From a dataset of the Open Reaction Database (ORD), a public repository of structured organic reaction records. describe an organic reaction: reactants, conditions, products, and yield Reactants: CCCCc1nnc(Cl)cc1-c1ccc(OC2CCCCC2)cc1, C1CCOC1, CCOC(C)=O, [H-], OC1CN2CCC1CC2, [Na+], O. Product: CCCCc1nnc(OC2CN3CCC2CC3)cc1-c1ccc(OC2CCCCC2)cc1. RXN SMILES: [CH2:12]([CH2:13][CH2:14][CH3:15])[c:16]1[n:17][n:18][c:19]([Cl:35])[cH:20][c:21]1-[c:22]1[cH:23][cH:24][c:25]([O:28][CH:29]2[CH2:30][CH2:31][CH2:32][CH2:33][CH2:34]2)[cH:26][cH:27]1.[CH2:37]1[O:38][CH2:39][CH2:40][CH2:41]1.[CH3:42][CH2:43][O:44][C:45](=[O:46])[CH3:47].[H-:10].[N:1]12[CH2:2][CH:3]([OH:9])[CH:4]([CH2:5][CH2:6]1)[CH2:7][CH2:8]2.[Na+:11].[OH2:36]>>[N:1]12[CH2:2][CH:3]([O:9][c:19]3[n:18][n:17][c:16]([CH2:12][CH2:13][CH2:14][CH3:15])[c:21](-[c:22]4[cH:23][cH:24][c:25]([O:28][CH:29]5[CH2:30][CH2:31][CH2:32][CH2:33][CH2:34]5)[cH:26][cH:27]4)[cH:20]3)[CH:4]([CH2:5][CH2:6]1)[CH2:7][CH2:8]2. Procedure: 2-hydroxyethyl oxabicyclo[2,2,1]hept-5-ene-2-carboxylate (0.15 mol), t-butyl 5-norbornene-2-carboxylate (0.85 mol), and maleic anhydride (1 mol) were dissolved in a tetrahydrofuran solvent. 2,2-azobisisobutyonitrile (5.84 g) was added, and the solution was mixed. The solution was polymerized at a temperature of 67° C. in a nitrogen atmosphere for 10 hours. After the polymerization reaction was completed, the polymer was precipitated in an ethyl ether solvent, then dried in a vacuum to obtain the... RXN SMILES: [CH:1]12[CH2:7][CH:4]([CH:5]=[CH:6]1)[O:3][CH:2]2[C:8]([O:10][CH2:11][CH2:12][OH:13])=[O:9].[CH:14]12[CH2:20][CH:17]([CH:18]=[CH:19]1)[CH2:16][CH:15]2[C:21]([O:23][C:24]([CH3:27])([CH3:26])[CH3:25])=[O:22].[C:28]1(=[O:34])[O:33][C:31](=[O:32])[CH:30]=[CH:29]1>O1CCCC1>[CH:1]12[CH2:7][CH:4]([CH:5]=[CH:6]1)[O:3][CH:2]2[C:8]([O:10][CH2:11][CH2:12][OH:13])=[O:9].[CH:14]12[CH2:20][CH:17]([CH:18]=[CH:19]1)[CH2:16][CH:15]2[C:21]([O:23][C:24]([CH3:27])([CH3:26])[CH3:25])=[O:22].[C:31]1(=[O:32])[O:33][C:28](=[O:34])[CH:29]=[CH:30]1 |f:4.5.6|. Solvent: O1CCCC1 (tetrahydrofuran). Isolated yield 89.5%. Yields the product C12C(OC(C=C1)C2)C(=O)OCCO.C12C(CC(C=C1)C2)C(=O)OC(C)(C)C.C1(\C=C/C(=O)O1)=O (2-hydroxyethyl oxabicyclo[2,2,1]hept-5-ene-2-carboxylate t-butyl 5-norbornene-2-carboxylate maleic anhydride). Starting materials: 2,2-azobisisobutyonitrile, C12C(OC(C=C1)C2)C(=O)OCCO (2-hydroxyethyl oxabicyclo[2,2,1]hept-5-ene-2-carboxylate), C12C(CC(C=C1)C2)C(=O)OC(C)(C)C (t-butyl 5-norbornene-2-carboxylate), C1(\C=C/C(=O)O1)=O (maleic anhydride). The reactants are ClC=1C(=NOC1C1=CC=C(C=C1)Cl)C(=O)Cl (4-chloro-5-(4-chlorophenyl)isoxazole-3-carbonyl chloride), O1C[C@H](CC1)N ((S)-tetrahydrofuran-3-amine), C([O-])([O-])=O.[K+].[K+] (potassium carbonate). The solvent is ClCCl (dichloromethane). Conditions: time 48 hour. Product: ClC=1C(=NOC1C1=CC=C(C=C1)Cl)C(=O)N[C@@H]1COCC1 ((S)-4-Chloro-5-(4-chlorophenyl)-N-(tetrahydrofuran-3-yl)isoxazole-3-carboxamide). As a reaction SMILES: [Cl:1][C:2]1[C:3]([C:14](Cl)=[O:15])=[N:4][O:5][C:6]=1[C:7]1[CH:12]=[CH:11][C:10]([Cl:13])=[CH:9][CH:8]=1.[O:17]1[CH2:21][CH2:20][C@H:19]([NH2:22])[CH2:18]1.C(=O)([O-])[O-].[K+].[K+]>ClCCl>[Cl:1][C:2]1[C:3]([C:14]([NH:22][C@H:19]2[CH2:20][CH2:21][O:17][CH2:18]2)=[O:15])=[N:4][O:5][C:6]=1[C:7]1[CH:12]=[CH:11][C:10]([Cl:13])=[CH:9][CH:8]=1 |f:2.3.4|. Procedure: A mixture of 4-chloro-5-(4-chlorophenyl)isoxazole-3-carbonyl chloride (24 mg, 0.087 mmol), (S)-tetrahydrofuran-3-amine (13 μL, 0.13 mmol), and potassium carbonate (36 mg, 0.261 mmol) in dichloromethane (1 mL) was stirred for 48 hours. The volatiles were removed in vacuo, and the residue was purified by silica gel chromatography, eluting with dichloromethane 5% methanol in dichloromethane to afford the title compound: (19.1 mg, 0.059 mmol). MS (ESI) m/z (M+H+): 327.2/329.2. Starting materials: N(=O)[O-].[Na+] (sodium nitrite), NC=1C(=C(C(=O)[O-])C=CC1N1CCC(CC1)N1C(OCC2=C1C=CC=C2)=O)C(C)(C)C (3-Amino-1,1-dimethylethyl-4-[4-(2-oxo-2H-3,1-benzoxazin-1(4H)-yl)piperidin-1-yl]benzoate). Reagents/catalysts: S(=O)(=O)([O-])[O-].[Fe+2] (iron sulphate). The solvent is O (water), C(C)#N (acetonitrile), CN(C=O)C (N,N-dimethylformamide). Run at time 30 minute. Product: O=C1N(C2=C(CO1)C=CC=C2)C2CCN(CC2)C2=CC=C(C(=O)OC(C)(C)C)C=C2 (1,1-Dimethylethyl 4-[4-(2-oxo-2H-3,1-benzoxazin-1(4H)-yl)piperidin-1-yl]benzoate). RXN SMILES: N([O-])=O.[Na+].N[C:6]1[C:7](C(C)(C)C)=[C:8]([CH:12]=[CH:13][C:14]=1[N:15]1[CH2:20][CH2:19][CH:18]([N:21]2[C:26]3[CH:27]=[CH:28][CH:29]=[CH:30][C:25]=3[CH2:24][O:23][C:22]2=[O:31])[CH2:17][CH2:16]1)[C:9]([O-:11])=[O:10]>O.C(#N)C.CN(C)C=O.S([O-])([O-])(=O)=O.[Fe+2]>[O:31]=[C:22]1[O:23][CH2:24][C:25]2[CH:30]=[CH:29][CH:28]=[CH:27][C:26]=2[N:21]1[CH:18]1[CH2:17][CH2:16][N:15]([C:14]2[CH:6]=[CH:7][C:8]([C:9]([O:11][C:8]([CH3:12])([CH3:9])[CH3:7])=[O:10])=[CH:12][CH:13]=2)[CH2:20][CH2:19]1 |f:0.1,6.7|. Procedure: A solution of sodium nitrite (0.11 g) in water (1 ml) was added to a stirred solution of the product from example 159 step (ii) (0.456 g) in acetonitrile (10 ml) at room temperature. After 1 h a solution of iron sulphate (0.3 g) in N,N-dimethylformamide (20 ml) was added and the mixture stirred for a further 30 min. The mixture was partitioned between ethyl acetate and water, the organics dried and evaporated under reduced pressure. Purification was by chromatography eluting with 20% ethyl aceta... The reactants are CCOC(C)=O, CCO, O=[N+]([O-])c1ccc2c(cnn2C2CCCCO2)c1. Product: Nc1ccc2c(cnn2C2CCCCO2)c1. RXN SMILES: [CH3:19][CH2:20][O:21][C:22](=[O:23])[CH3:24].[CH3:25][CH2:26][OH:27].[N+:1]([O-:2])(=[O:3])[c:4]1[cH:5][c:6]2[cH:7][n:8][n:9]([CH:13]3[O:14][CH2:15][CH2:16][CH2:17][CH2:18]3)[c:10]2[cH:11][cH:12]1>>[NH2:1][c:4]1[cH:5][c:6]2[cH:7][n:8][n:9]([CH:13]3[O:14][CH2:15][CH2:16][CH2:17][CH2:18]3)[c:10]2[cH:11][cH:12]1. The product is FC1=C(C=CC=C1)[C@@]([C@@H](C)N1C(N(C=C1)C1=CC=C(C=C1)OCC(C(F)F)(F)F)=O)(CN1N=CN=C1)O (1-[(1R,2S)-2-(2-fluorophenyl)-2-hydroxy-1-methyl-3-(1H-1,2,4-triazol-1-yl)propyl]-3-[4-(2,2,3,3-tetrafluoropropoxy)phenyl]-2(1H,3H)-imidazolone). Run at temperature 80 celsius. Isolated yield 76.0%. Reported procedure: 1-[(1R,2S)-2-(2-Fluorophenyl)-2-hydroxy-3-methanesulfonyloxy-1-methylpropyl]-3-[4-(2,2,3,3-tetrafluoropropoxy)phenyl]-2(1H,3H)-imidazolone (2.2 g) was dissolved in 40 ml of dimethylformamide, to which 1.39 g of 1H-1,2,4-triazole and 5.55 g of potassium carbonate were added. The mixture was heated at 80° C. for 4 hours. The reaction solution was diluted with a mixture of 150 ml of ethyl acetate and 50 ml of diisopropyl ether, and washed with water (40 ml×2), 1N-hydrochloric acid (40 ml×2) and 20 ... RXN SMILES: [F:1][C:2]1[CH:7]=[CH:6][CH:5]=[CH:4][C:3]=1[C@@:8]([OH:37])([CH2:31]OS(C)(=O)=O)[C@H:9]([N:11]1[CH:15]=[CH:14][N:13]([C:16]2[CH:21]=[CH:20][C:19]([O:22][CH2:23][C:24]([F:29])([F:28])[CH:25]([F:27])[F:26])=[CH:18][CH:17]=2)[C:12]1=[O:30])[CH3:10].[NH:38]1[CH:42]=[N:41][CH:40]=[N:39]1.C(=O)([O-])[O-].[K+].[K+]>CN(C)C=O.C(OCC)(=O)C.C(OC(C)C)(C)C>[F:1][C:2]1[CH:7]=[CH:6][CH:5]=[CH:4][C:3]=1[C@:8]([OH:37])([CH2:31][N:38]1[CH:42]=[N:41][CH:40]=[N:39]1)[C@H:9]([N:11]1[CH:15]=[CH:14][N:13]([C:16]2[CH:21]=[CH:20][C:19]([O:22][CH2:23][C:24]([F:29])([F:28])[CH:25]([F:26])[F:27])=[CH:18][CH:17]=2)[C:12]1=[O:30])[CH3:10] |f:2.3.4|. Run in CN(C=O)C (dimethylformamide), C(C)(=O)OCC (ethyl acetate), C(C)(C)OC(C)C (diisopropyl ether). The reactants are FC1=C(C=CC=C1)[C@]([C@@H](C)N1C(N(C=C1)C1=CC=C(C=C1)OCC(C(F)F)(F)F)=O)(COS(=O)(=O)C)O (1-[(1R,2S)-2-(2-Fluorophenyl)-2-hydroxy-3-methanesulfonyloxy-1-methylpropyl]-3-[4-(2,2,3,3-tetrafluoropropoxy)phenyl]-2(1H,3H)-imidazolone), N1N=CN=C1 (1H-1,2,4-triazole), C([O-])([O-])=O.[K+].[K+] (potassium carbonate). The reactants are Cl (hydrochloric acid), IC(CCC(O)C1=CC=CC2=CC=CC=C12)=C (2-iodoallylmethyl-α-naphthylcarbinol), CN(C=O)C (dimethylformamide), resultant mixture, [OH-].[Na+] (sodium hydroxide). Yields the product CC(O)(CC#C)C1=CC=CC2=CC=CC=C12 (methyl-α-naphthylpropargylcarbinol). Reaction SMILES: I[C:2](=C)[CH2:3][CH2:4][CH:5]([C:7]1[C:16]2[C:11](=[CH:12][CH:13]=[CH:14][CH:15]=2)[CH:10]=[CH:9][CH:8]=1)[OH:6].[OH-].[Na+].Cl.[CH3:21]N(C)C=O>>[CH3:21][C:5]([C:7]1[C:16]2[C:11](=[CH:12][CH:13]=[CH:14][CH:15]=2)[CH:10]=[CH:9][CH:8]=1)([CH2:4][C:3]#[CH:2])[OH:6] |f:1.2|. Procedure details: 5.00 Grams of 2-iodoallylmethyl-α-naphthylcarbinol were dissolved in 50 g of dimethylformamide, and 1.18 g of sodium hydroxide in a flake form were added. The resultant mixture was stirred at room temperature for 8 hours. After the reaction was completed, the reaction mixture was neutralized with concentrated hydrochloric acid, insolubles were filtered off, and the remaining filtrate was concentrated under reduced pressure. The concentration residue was subjected to extraction with toluene, and ...